From a dataset of the Open Reaction Database (ORD), a public repository of structured organic reaction records. describe an organic reaction: reactants, conditions, products, and yield The reactants are O (water), solution, FC1=CC=C(CCN2CCC(CC2)N2C=CC3=CC=C(C=C23)Br)C=C1 (1-[1-(4-fluorophenethyl)-piperidin-4-yl]-6-bromoindole). The solvent is O1CCCC1 (tetrahydrofuran), FC(C(=O)O)(F)F (trifluoroacetic acid). Run at time 3 hour. The product is FC1=CC=C(CCN2CCC(CC2)NC2=CC(=CC=C2)Br)C=C1 (1-(4-fluorophenethyl)-4-(3-bromophenyl)aminopiperidine). Isolated yield 54.5%. Reaction SMILES: [F:1][C:2]1[CH:25]=[CH:24][C:5]([CH2:6][CH2:7][N:8]2[CH2:13][CH2:12][CH:11]([N:14]3[C:22]4[C:17](=[CH:18][CH:19]=[C:20]([Br:23])[CH:21]=4)C=C3)[CH2:10][CH2:9]2)=[CH:4][CH:3]=1.O>O1CCCC1.FC(F)(F)C(O)=O>[F:1][C:2]1[CH:3]=[CH:4][C:5]([CH2:6][CH2:7][N:8]2[CH2:13][CH2:12][CH:11]([NH:14][C:22]3[CH:17]=[CH:18][CH:19]=[C:20]([Br:23])[CH:21]=3)[CH2:10][CH2:9]2)=[CH:24][CH:25]=1. Procedure: Under ice cooling, a 1 M solution (20 ml) of a borane/tetrahydrofuran complex in tetrahydrofuran was added dropwise into a solution of 1-[1-(4-fluorophenethyl)-piperidin-4-yl]-6-bromoindole (3.9 g) in trifluoroacetic acid (50 ml) followed by stirring for 3 hr. After adding water thereto and concentrating under reduced pressure, the reaction mixture was basified by adding ethanol and a 5 N aqueous solution of sodium hydroxide and then stirred for 30 min. Next, a saturated aqueous solution of sodi... Reactants: N1C(=CC=C1)C(=O)O (1H-pyrrole-carboxylic acid), CCN(C(C)C)C(C)C (DIPEA), C=1C=CC2=C(C1)N=NN2O (HOBt), Cl.COC(=O)[C@@H]1CCCCOC=2C=CC(C[C@@H](C(N[C@H](C(N1)=O)C(C)C)=O)N)=CC2 ((7S,10S,13S)-13-Amino-10-isopropyl-9,12-dioxo-2-oxa-8,11-diaza-bicyclo[13.2.2]nonadeca-1-(18),15(19),16-triene-7-carboxylic acid methyl ester hydrogen chloride salt). The solvent is C(CCl)Cl (EDC), CN(C)C=O (DMF), CCOC(=O)C (EtOAc). Conditions: time 18 hour. Product: COC(=O)[C@@H]1CCCCOC=2C=CC(C[C@@H](C(N[C@H](C(N1)=O)C(C)C)=O)NC(=O)C=1NC=CC1)=CC2 ((7S,10S,13S)-10-Isopropyl-9,12-dioxo-13-[(1H-pyrrole-2-carbonyl)-amino]-2-oxa-8,11-diaza-bicyclo[13.2.2]nonadeca-1(18),15(19),16-triene-7-carboxylic acid methyl ester). RXN SMILES: Cl.[CH3:2][O:3][C:4]([C@H:6]1[NH:22][C:21](=[O:23])[C@H:20]([CH:24]([CH3:26])[CH3:25])[NH:19][C:18](=[O:27])[C@@H:17]([NH2:28])[CH2:16][C:15]2=[CH:29][CH:30]=[C:12]([CH:13]=[CH:14]2)[O:11][CH2:10][CH2:9][CH2:8][CH2:7]1)=[O:5].[NH:31]1[CH:35]=[CH:34][CH:33]=[C:32]1[C:36](O)=[O:37].CCN(C(C)C)C(C)C.C1C=CC2N(O)N=NC=2C=1>CN(C=O)C.CCOC(C)=O.C(Cl)CCl>[CH3:2][O:3][C:4]([C@H:6]1[NH:22][C:21](=[O:23])[C@H:20]([CH:24]([CH3:26])[CH3:25])[NH:19][C:18](=[O:27])[C@@H:17]([NH:28][C:36]([C:32]2[NH:31][CH:35]=[CH:34][CH:33]=2)=[O:37])[CH2:16][C:15]2=[CH:29][CH:30]=[C:12]([CH:13]=[CH:14]2)[O:11][CH2:10][CH2:9][CH2:8][CH2:7]1)=[O:5] |f:0.1|. Reported procedure: Amine 47 (0.37 g) was dissolved in anhydrous DMF (5 mL). 1H-pyrrole-carboxylic acid (0.11 g), DIPEA (0.72 mL), EDC (0.25 g) and HOBt (0.2 g) were added and the reaction mixture was stirred at rt for 18 h before being partitioned between chloroform and 1M hydrochloric acid. The aqueous phase was extracted three more times with chloroform and the combined organic extracts were dried (MgSO4), filtered and concentrated in vacuo. Purification was achieved using flash chromatography, eluting with a gr... The reactants are C(C)(=O)N1C(=CC2=CC=C(C=C12)C(=O)OC)CCCC(=O)OC (methyl 1-acetyl-2-(3-methoxycarbonylpropyl)indole-6-carboxylate), C([O-])([O-])=O.[K+].[K+] (potassium carbonate). Run in CO (methanol). The product is COC(=O)CCCC=1NC2=CC(=CC=C2C1)C(=O)OC (methyl 2-(3-methoxycarbonylpropyl)indole-6-carboxylate). Yield: 60.6%. As a reaction SMILES: C([N:4]1[C:12]2[C:7](=[CH:8][CH:9]=[C:10]([C:13]([O:15][CH3:16])=[O:14])[CH:11]=2)[CH:6]=[C:5]1[CH2:17][CH2:18][CH2:19][C:20]([O:22][CH3:23])=[O:21])(=O)C.C(=O)([O-])[O-].[K+].[K+]>CO>[CH3:23][O:22][C:20]([CH2:19][CH2:18][CH2:17][C:5]1[NH:4][C:12]2[C:7]([CH:6]=1)=[CH:8][CH:9]=[C:10]([C:13]([O:15][CH3:16])=[O:14])[CH:11]=2)=[O:21] |f:1.2.3|. Procedure details: To a solution of methyl 1-acetyl-2-(3-methoxycarbonylpropyl)indole-6-carboxylate (2.34 g) in methanol (20 ml) was added powdered potassium carbonate (1.04 g), and the mixture was stirred under reflux for 10 minutes. The resulting mixture was evaporated in vacuo and the residue was acidified with 1N hydrochloric acid and extracted with chloroform. The organic phase was washed with aqueous sodium bicarbonate and brine, dried over sodium sulfate and then evaporated in vacuo. The residue was tritura... Reactants: CCCCCC(CC(=O)Nc1cc(CO)ccc1C(C)(C)C)c1ccccc1C(F)(F)F, ClCCl. Product: CCCCCC(CC(=O)Nc1cc(C=O)ccc1C(C)(C)C)c1ccccc1C(F)(F)F. Reaction SMILES: [C:1]([CH3:2])([CH3:3])([CH3:4])[c:5]1[c:6]([NH:13][C:14]([CH2:15][CH:16]([CH2:17][CH2:18][CH2:19][CH2:20][CH3:21])[c:22]2[c:23]([C:28]([F:29])([F:30])[F:31])[cH:24][cH:25][cH:26][cH:27]2)=[O:32])[cH:7][c:8]([CH2:11][OH:12])[cH:9][cH:10]1.[CH2:33]([Cl:34])[Cl:35]>>[C:1]([CH3:2])([CH3:3])([CH3:4])[c:5]1[c:6]([NH:13][C:14]([CH2:15][CH:16]([CH2:17][CH2:18][CH2:19][CH2:20][CH3:21])[c:22]2[c:23]([C:28]([F:29])([F:30])[F:31])[cH:24][cH:25][cH:26][cH:27]2)=[O:32])[cH:7][c:8]([CH:11]=[O:12])[cH:9][cH:10]1.